The task is: describe an organic reaction: reactants, conditions, products, and yield. This data is from the Open Reaction Database (ORD), a public repository of structured organic reaction records. Reactants: NC1=C(C(=NC=N1)N[C@@H](C)C1=NN2C(C(N1C1=CC=CC=C1)=O)=C(C=C2)C)SC2=CC(=C(C=C2)OC)F ((S)-2-(1-((6-Amino-5-((3-fluoro-4-methoxyphenyl)thio)pyrimidin-4-yl)amino)ethyl)-5-methyl-3-phenylpyrrolo[2,1-f][1,2,4]triazin-4(3H)-one), B(Br)(Br)Br (boron tribromide). Solvent: ClCCl (dichloromethane). Yields the product NC1=C(C(=NC=N1)N[C@@H](C)C1=NN2C(C(N1C1=CC=CC=C1)=O)=C(C=C2)C)SC2=CC(=C(C=C2)O)F ((S)-2-(1-((6-Amino-5-((3-fluoro-4-hydroxyphenyl)thio)pyrimidin-4-yl)amino)ethyl)-5-methyl-3-phenylpyrrolo[2,1-f][1,2,4]triazin-4(3H)-one). The yield is 18.0%. As a reaction SMILES: [NH2:1][C:2]1[N:7]=[CH:6][N:5]=[C:4]([NH:8][C@H:9]([C:11]2[N:16]([C:17]3[CH:22]=[CH:21][CH:20]=[CH:19][CH:18]=3)[C:15](=[O:23])[C:14]3=[C:24]([CH3:27])[CH:25]=[CH:26][N:13]3[N:12]=2)[CH3:10])[C:3]=1[S:28][C:29]1[CH:34]=[CH:33][C:32]([O:35]C)=[C:31]([F:37])[CH:30]=1.B(Br)(Br)Br>ClCCl>[NH2:1][C:2]1[N:7]=[CH:6][N:5]=[C:4]([NH:8][C@H:9]([C:11]2[N:16]([C:17]3[CH:22]=[CH:21][CH:20]=[CH:19][CH:18]=3)[C:15](=[O:23])[C:14]3=[C:24]([CH3:27])[CH:25]=[CH:26][N:13]3[N:12]=2)[CH3:10])[C:3]=1[S:28][C:29]1[CH:34]=[CH:33][C:32]([OH:35])=[C:31]([F:37])[CH:30]=1. Procedure: (S)-2-(1-((6-Amino-5-((3-fluoro-4-methoxyphenyl)thio)pyrimidin-4-yl)amino)ethyl)-5-methyl-3-phenylpyrrolo[2,1-f][1,2,4]triazin-4(3H)-one (233 mg, 0.45 mmol) was treated with boron tribromide (1M in dichloromethane, 1.35 ml, 1.35 mmol) with dichloromethane as a solvent according to the method described in Example 23. The residue was purified by reverse phase using SP1® Purification System to give 40 mg (18% yield) as a solid. Purity 99%. The reactants are C1CCOC1, CN, CCC(C)C(NC(=O)C1CCCCN1C)C(=O)N(C)C(CC(O)c1nc(C(=O)OC)cs1)C(C)C, CO. Product: CCC(C)C(NC(=O)C1CCCCN1C)C(=O)N(C)C(CC(O)c1nc(C(=O)NC)cs1)C(C)C. Reaction SMILES: [CH2:38]1[O:39][CH2:40][CH2:41][CH2:42]1.[CH3:1][NH2:2].[CH3:3][O:4][C:5](=[O:6])[c:7]1[n:8][c:9]([CH:12]([CH2:13][CH:14]([CH:15]([CH3:16])[CH3:17])[N:18]([C:19]([CH:20]([CH:21]([CH2:22][CH3:23])[CH3:24])[NH:25][C:26](=[O:27])[CH:28]2[N:29]([CH3:34])[CH2:30][CH2:31][CH2:32][CH2:33]2)=[O:35])[CH3:36])[OH:37])[s:10][cH:11]1.[CH3:43][OH:44]>>[CH3:1][NH:2][C:5](=[O:6])[c:7]1[n:8][c:9]([CH:12]([CH2:13][CH:14]([CH:15]([CH3:16])[CH3:17])[N:18]([C:19]([CH:20]([CH:21]([CH2:22][CH3:23])[CH3:24])[NH:25][C:26](=[O:27])[CH:28]2[N:29]([CH3:34])[CH2:30][CH2:31][CH2:32][CH2:33]2)=[O:35])[CH3:36])[OH:37])[s:10][cH:11]1. The reactants are ClC(=O)OCC (Ethyl chloroformate), C(C1=CC=CC=C1)OC(=O)N1C(NC(C12C(N(C1=CC=CC=C21)CC2=CC(=C(C=C2)Cl)Cl)=O)=O)=O (3-benzyloxycarbonyl-1'-(3,4-dichlorobenzyl)-spiro[imidazolidine-4,3'-indoline]-2,2',5-trione), C([O-])([O-])=O.[Na+].[Na+] (sodium carbonate). The reagents and catalysts are CCOCC (ether). Solvent: COCCOC (1,2-dimethoxyethane). Conditions: time 16 hour. The product is C(C1=CC=CC=C1)OC(=O)N1C(N(C(C12C(N(C1=CC=CC=C21)CC2=CC(=C(C=C2)Cl)Cl)=O)=O)C(=O)OCC)=O (3-benzyloxycarbonyl-1-ethoxycarbonyl-1'(3,4-dichlorobenzyl)-spiro[imidazolidine-4,3'-indoline]-2,2',5-trione). Isolated yield 61.9%. As a reaction SMILES: Cl[C:2]([O:4][CH2:5][CH3:6])=[O:3].[CH2:7]([O:14][C:15]([N:17]1[C:21]2([C:29]3[C:24](=[CH:25][CH:26]=[CH:27][CH:28]=3)[N:23]([CH2:30][C:31]3[CH:36]=[CH:35][C:34]([Cl:37])=[C:33]([Cl:38])[CH:32]=3)[C:22]2=[O:39])[C:20](=[O:40])[NH:19][C:18]1=[O:41])=[O:16])[C:8]1[CH:13]=[CH:12][CH:11]=[CH:10][CH:9]=1.C(=O)([O-])[O-].[Na+].[Na+]>COCCOC.CCOCC>[CH2:7]([O:14][C:15]([N:17]1[C:21]2([C:29]3[C:24](=[CH:25][CH:26]=[CH:27][CH:28]=3)[N:23]([CH2:30][C:31]3[CH:36]=[CH:35][C:34]([Cl:37])=[C:33]([Cl:38])[CH:32]=3)[C:22]2=[O:39])[C:20](=[O:40])[N:19]([C:2]([O:4][CH2:5][CH3:6])=[O:3])[C:18]1=[O:41])=[O:16])[C:8]1[CH:9]=[CH:10][CH:11]=[CH:12][CH:13]=1 |f:2.3.4|. Procedure details: Ethyl chloroformate (0.6 g.) was added slowly to a stirred mixture of 3-benzyloxycarbonyl-1'-(3,4-dichlorobenzyl)-spiro[imidazolidine-4,3'-indoline]-2,2',5-trione (2.55 g.) and sodium carbonate (2.0 g.) in 1,2-dimethoxyethane (60 ml.). The mixture was stirred for 16 hours and the solid then removed by filtration. The filtrate was evaporated to give an oil which solidified on treatment with a few drops of ether. This solid was recrystallised from ethyl acetate/petrol 60-80 to give 3-benzyloxycarb... Conditions: temperature 0 celsius. Reactants: C[Si](C)(C)[N-][Si](C)(C)C.[Na+] (sodium bis(trimethylsilyl)amide), O1CCCC1 (tetrahydrofuran), ClC1=C(C2=C(OCO2)C(=C1)C#CC(C)OC)N (5-chloro-7-(3-methoxybut-1-yn-1-yl)-1,3-benzodioxol-4-yl-amine), ClC1=NC=NC2=CC(=C(C=C12)OC)OCCCN1CCOCC1 (4-chloro-6-methoxy-7-(3-morpholin-4-ylpropoxy)quinazoline), resultant mixture. RXN SMILES: C[Si]([N-][Si](C)(C)C)(C)C.[Na+].O1CCCC1.[Cl:16][C:17]1[CH:25]=[C:24]([C:26]#[C:27][CH:28]([O:30][CH3:31])[CH3:29])[C:20]2[O:21][CH2:22][O:23][C:19]=2[C:18]=1[NH2:32].Cl[C:34]1[C:43]2[C:38](=[CH:39][C:40]([O:46][CH2:47][CH2:48][CH2:49][N:50]3[CH2:55][CH2:54][O:53][CH2:52][CH2:51]3)=[C:41]([O:44][CH3:45])[CH:42]=2)[N:37]=[CH:36][N:35]=1>CN(C=O)C.[Cl-].[NH4+]>[Cl:16][C:17]1[CH:25]=[C:24]([C:26]#[C:27][CH:28]([O:30][CH3:31])[CH3:29])[C:20]2[O:21][CH2:22][O:23][C:19]=2[C:18]=1[NH:32][C:34]1[C:43]2[C:38](=[CH:39][C:40]([O:46][CH2:47][CH2:48][CH2:49][N:50]3[CH2:51][CH2:52][O:53][CH2:54][CH2:55]3)=[C:41]([O:44][CH3:45])[CH:42]=2)[N:37]=[CH:36][N:35]=1 |f:0.1,6.7|. Reported procedure: A solution of sodium bis(trimethylsilyl)amide (1.5 ml) in tetrahydrofuran (1.0M, 1.5 mmol) was added over 5 min. to a stirred mixture of 5-chloro-7-(3-methoxybut-1-yn-1-yl)-1,3-benzodioxol-4-yl-amine (0.190 g) and 4-chloro-6-methoxy-7-(3-morpholin-4-ylpropoxy)quinazoline (0.230 g) in DMF (6.5 ml) cooled to 0° C. under a nitrogen atmosphere; the resultant mixture was stirred for 1 hr at ambient temperature. The reaction mixture was diluted with saturated aqueous ammonium chloride (70 ml) and extr... Solvent: CN(C)C=O (DMF), [Cl-].[NH4+] (ammonium chloride). The product is ClC1=C(C2=C(OCO2)C(=C1)C#CC(C)OC)NC1=NC=NC2=CC(=C(C=C12)OC)OCCCN1CCOCC1 (N-[5-chloro-7-(3-methoxybut-1-yn-1-yl)-1,3-benzodioxol-4-yl]-6-methoxy-7-(3-morpholin-4-ylpropoxy)quinazolin-4-amine). The reactants are ClC1=CC(=C(C=N1)NC(OC(C)(C)C)=O)C(C)O (tert-butyl 6-chloro-4-(1-hydroxyethyl)pyridin-3-ylcarbamate), C(Cl)Cl (methylene chloride), FC(C(=O)O)(F)F (trifluoroacetic acid). Run at time 5 hour. Yields the product NC=1C(=CC(=NC1)Cl)C(C)O (1-(5-amino-2-chloropyridin-4-yl)ethanol). Isolated yield 87.3%. RXN SMILES: [Cl:1][C:2]1[N:7]=[CH:6][C:5]([NH:8]C(=O)OC(C)(C)C)=[C:4]([CH:16]([OH:18])[CH3:17])[CH:3]=1.C(Cl)Cl.FC(F)(F)C(O)=O>>[NH2:8][C:5]1[C:4]([CH:16]([OH:18])[CH3:17])=[CH:3][C:2]([Cl:1])=[N:7][CH:6]=1. Procedure: To a solution of tert-butyl 6-chloro-4-(1-hydroxyethyl)pyridin-3-ylcarbamate (823 mg, 3.02 mmol) in methylene chloride (40 mL, 500 mmol) was added trifluoroacetic acid (2 mL, 20 mmol). The reaction mixture was stirred at room temperature for 5 hours and then evaporated in vacuo. The resulting residue was dissolved in dichloromethane and washed with saturated aqueous NaHCO3. The organic layer was dried over MgSO4 and evaporated in vacuo to yield 455.2 mg (87%) of 1-(5-amino-2-chloropyridin-4-yl)e... Reactants: [Cl-].C(CCCCCCCCC)[N+](C)(C)CCCCCCCCCC (Didecyldimethylammonium chloride), O (water), C(C=1C(O)=CC=CC1)(=O)[O-].[Na+] (sodium salicylate). The solvent is C(Cl)(Cl)Cl (chloroform). Run at temperature 40 celsius, time 1 hour. Product: C(C=1C(O)=CC=CC1)(=O)[O-].C(CCCCCCCCC)[N+](C)(C)CCCCCCCCCC (didecyldimethylammonium salicylate). Isolated yield 95.0%. Reaction SMILES: [Cl-].[CH2:2]([N+:12]([CH2:15][CH2:16][CH2:17][CH2:18][CH2:19][CH2:20][CH2:21][CH2:22][CH2:23][CH3:24])([CH3:14])[CH3:13])[CH2:3][CH2:4][CH2:5][CH2:6][CH2:7][CH2:8][CH2:9][CH2:10][CH3:11].O.[C:26]([O-:35])(=[O:34])[C:27]1[C:28](=[CH:30][CH:31]=[CH:32][CH:33]=1)[OH:29].[Na+]>C(Cl)(Cl)Cl>[C:26]([O-:35])(=[O:34])[C:27]1[C:28](=[CH:30][CH:31]=[CH:32][CH:33]=1)[OH:29].[CH2:15]([N+:12]([CH2:2][CH2:3][CH2:4][CH2:5][CH2:6][CH2:7][CH2:8][CH2:9][CH2:10][CH3:11])([CH3:14])[CH3:13])[CH2:16][CH2:17][CH2:18][CH2:19][CH2:20][CH2:21][CH2:22][CH2:23][CH3:24] |f:0.1,3.4,6.7|. Procedure details: Didecyldimethylammonium chloride (0.03 mol) was dissolved in 50 mL distilled water and sodium salicylate (0.04 mol) was added to solution. The mixture was stirred at 40° C. i for 1 h. After cooling to room temperature, 60 mL of chloroform was added. The chloroform phase was separated and washed with distilled water until chloride ions were no longer detected using AgNO3. The didecyldimethylammonium salicylate was obtained in 95% yield. The product is insoluble in water and was dried under vacuum...